From a dataset of the Open Reaction Database (ORD), a public repository of structured organic reaction records. describe an organic reaction: reactants, conditions, products, and yield Yields the product CC(C)(C)[Si](C)(C)OCCC1(C=O)CCN(c2nc3ccc(C(F)(F)F)cc3s2)CC1. Reactants: CC(C)(C)[Si](C)(C)OCCC1(C#N)CCN(c2nc3ccc(C(F)(F)F)cc3s2)CC1, CC(C)C[Al+]CC(C)C, COCCOC, [H-], O=C(O)CC(O)(CC(=O)O)C(=O)O. Reaction SMILES: [C:1]([CH3:2])([CH3:3])([CH3:4])[Si:5]([O:6][CH2:7][CH2:8][C:9]1([C:28]#[N:29])[CH2:10][CH2:11][N:12]([c:15]2[s:16][c:17]3[c:18]([n:19]2)[cH:20][cH:21][c:22]([C:24]([F:25])([F:26])[F:27])[cH:23]3)[CH2:13][CH2:14]1)([CH3:30])[CH3:31].[CH2:33]([Al+:34][CH2:35][CH:36]([CH3:37])[CH3:38])[CH:39]([CH3:40])[CH3:41].[CH3:55][O:56][CH2:57][CH2:58][O:59][CH3:60].[H-:32].[OH:42][C:43]([CH2:44][C:45]([C:46](=[O:47])[OH:48])([CH2:49][C:50](=[O:51])[OH:52])[OH:53])=[O:54]>>[C:1]([CH3:2])([CH3:3])([CH3:4])[Si:5]([O:6][CH2:7][CH2:8][C:9]1([CH:28]=[O:42])[CH2:10][CH2:11][N:12]([c:15]2[s:16][c:17]3[c:18]([n:19]2)[cH:20][cH:21][c:22]([C:24]([F:25])([F:26])[F:27])[cH:23]3)[CH2:13][CH2:14]1)([CH3:30])[CH3:31]. RXN SMILES: [Br:17][c:18]1[cH:19][cH:20][cH:21][c:22]([O:23][CH3:24])[n:25]1.[NH:37]1[CH2:38][CH:39]([NH:41][C:42]([CH2:43][NH:44][c:45]2[n:46][cH:47][n:48][c:49]3[cH:50][cH:51][c:52]([C:55]([F:56])([F:57])[F:58])[cH:53][c:54]23)=[O:59])[CH2:40]1.[O:26]1[C:27]2([CH2:28][CH2:29][C:30](=[O:31])[CH2:32][CH2:33]2)[O:34][CH2:35][CH2:36]1.[OH:1][C:2]1([c:9]2[n:10][c:11]([O:15][CH3:16])[cH:12][cH:13][cH:14]2)[CH2:3][CH2:4][C:5](=[O:8])[CH2:6][CH2:7]1>>[OH:1][C:2]1([c:9]2[n:10][c:11]([O:15][CH3:16])[cH:12][cH:13][cH:14]2)[CH2:3][CH2:4][CH:5]([N:37]2[CH2:38][CH:39]([NH:41][C:42]([CH2:43][NH:44][c:45]3[n:46][cH:47][n:48][c:49]4[cH:50][cH:51][c:52]([C:55]([F:56])([F:57])[F:58])[cH:53][c:54]34)=[O:59])[CH2:40]2)[CH2:6][CH2:7]1. Product: COc1cccc(C2(O)CCC(N3CC(NC(=O)CNc4ncnc5ccc(C(F)(F)F)cc45)C3)CC2)n1. Starting materials: COc1cccc(Br)n1, O=C(CNc1ncnc2ccc(C(F)(F)F)cc12)NC1CNC1, O=C1CCC2(CC1)OCCO2, COc1cccc(C2(O)CCC(=O)CC2)n1. Reactants: C(#N)C(C(=O)NC1=C(C=C(C(=C1)OC)Cl)Cl)=CNC1=CSC=C1 (2-cyano-N-(2,4-dichloro-5-methoxyphenyl)-3-(thien-3-ylamino)prop-2-enamide), P(=O)(Cl)(Cl)Cl (phosphorous oxychloride). Solvent: C(C)#N (acetonitrile). Run at temperature 0 celsius, time 10 minute. Yields the product ClC1=C(C=C(C(=C1)Cl)OC)NC1=C2C(=NC=C1C#N)C=CS2 (7-[(2,4-dichloro-5-methoxyphenyl)amino]thieno[3,2-b]pyridine-6-carbonitrile). Yield: 71.3%. RXN SMILES: [C:1]([C:3](=[CH:17][NH:18][C:19]1[CH:23]=[CH:22][S:21][CH:20]=1)[C:4]([NH:6][C:7]1[CH:12]=[C:11]([O:13][CH3:14])[C:10]([Cl:15])=[CH:9][C:8]=1[Cl:16])=O)#[N:2].P(Cl)(Cl)(Cl)=O>C(#N)C>[Cl:16][C:8]1[CH:9]=[C:10]([Cl:15])[C:11]([O:13][CH3:14])=[CH:12][C:7]=1[NH:6][C:4]1[C:3]([C:1]#[N:2])=[CH:17][N:18]=[C:19]2[CH:23]=[CH:22][S:21][C:20]=12. Reported procedure: A suspension of 2-cyano-N-(2,4-dichloro-5-methoxyphenyl)-3-(thien-3-ylamino)prop-2-enamide (500 mg, 1.35 mmol) in 35 mL of acetonitrile was heated to reflux and phosphorous oxychloride (0.84 mL, 8.98 mmol) was added dropwise. The mixture was heated at reflux overnight. The resultant solution was concentrated in vacuo and the residue was cooled to 0° C. Ice water was added followed by the slow addition of saturated aqueous sodium bicarbonate. The mixture was stirred for 10 minutes then partitione... The reactants are COC=1C(C(C1NC1=CC(=CC=C1)C(NCC(C)C1=CC=CC=C1)C1=CC=C(C=C1)OC)=O)=O (3-methoxy-4-{3-[(4-methoxyphenyl)-(2-phenylpropylamino)methyl]phenylamino}-3-cyclobutene-1,2-dione), N (ammonia). Run in C(C)O (ethanol). Product: NC=1C(C(C1NC1=CC(=CC=C1)C(NCC(C)C1=CC=CC=C1)C1=CC=C(C=C1)OC)=O)=O (3-Amino-4-{3-[(4-methoxyphenyl)-(2-phenylpropylamino)methyl]phenylamino}-3-cyclobutene-1,2-dione). Reaction SMILES: C[O:2][C:3]1[C:4](=[O:34])[C:5](=O)[C:6]=1[NH:7][C:8]1[CH:13]=[CH:12][CH:11]=[C:10]([CH:14]([C:25]2[CH:30]=[CH:29][C:28]([O:31][CH3:32])=[CH:27][CH:26]=2)[NH:15][CH2:16][CH:17]([C:19]2[CH:24]=[CH:23][CH:22]=[CH:21][CH:20]=2)[CH3:18])[CH:9]=1.[NH3:35]>C(O)C>[NH2:35][C:5]1[C:4](=[O:34])[C:3](=[O:2])[C:6]=1[NH:7][C:8]1[CH:13]=[CH:12][CH:11]=[C:10]([CH:14]([C:25]2[CH:26]=[CH:27][C:28]([O:31][CH3:32])=[CH:29][CH:30]=2)[NH:15][CH2:16][CH:17]([C:19]2[CH:24]=[CH:23][CH:22]=[CH:21][CH:20]=2)[CH3:18])[CH:9]=1. Procedure: In a similar manner to that described in Example (1d), 3-methoxy-4-{3-[(4-methoxyphenyl)-(2-phenylpropylamino)methyl]phenylamino}-3-cyclobutene-1,2-dione (2.35 g) [prepared as described in step (c) above] and a solution of ammonia in ethanol (2N, 10.2 ml) were reacted, to give the title compound (1.87 g) as a yellow solid. Reactants: ( a ), ( b ), C(CCC)[SnH](CCCC)CCCC (tributyltin hydride), C1(=CC=CC=C1)C#C (phenylacetylene). Reagents/catalysts: N(=NC(C#N)(C)C)C(C#N)(C)C (2,2′-azobis(isobutyronitrile)). Run at temperature 50 celsius, time 24 hour. The product is C(CCC)[Sn](\C=C\C1=CC=CC=C1)(CCCC)CCCC (tributyl[(E)-2-phenyl-1-ethenyl]stannane). The yield is 87.0%. RXN SMILES: [CH2:1]([SnH:5]([CH2:10][CH2:11][CH2:12][CH3:13])[CH2:6][CH2:7][CH2:8][CH3:9])[CH2:2][CH2:3][CH3:4].[C:14]1([C:20]#[CH:21])[CH:19]=[CH:18][CH:17]=[CH:16][CH:15]=1>N(C(C)(C)C#N)=NC(C)(C)C#N>[CH2:10]([Sn:5]([CH2:1][CH2:2][CH2:3][CH3:4])([CH2:6][CH2:7][CH2:8][CH3:9])/[CH:21]=[CH:20]/[C:14]1[CH:19]=[CH:18][CH:17]=[CH:16][CH:15]=1)[CH2:11][CH2:12][CH3:13]. Procedure details: The synthesis was carried out according to the methods described in (a) Labadie, J. W.; Tueting, D.; Stille, J. K. J. Org. Chem. 1983, 48, 4634 and (b) Lappert, M. F.; Jones, K. J. Organomet. Chem. 1965, 3, 295. A mixture of tributyltin hydride (5.82 g, 20.0 mmole), phenylacetylene (1.95 g, 19.0 mmole), and 2,2′-azobis(isobutyronitrile) (0.14 g, 0.085 mmole) was slowly heated to 50° C., followed by stirring for 24 hours. Next, the mixture was cooled to room temperature and filtered by a Celite p... Reactants: COC[C@@H](CNC1=CC2=C(C(=N1)NC=1C=C(C=CC1)C)C(NC2)=O)NC(OC(C)(C)C)=O ((R)-tert-butyl 1-methoxy-3-(3-oxo-4-(m-tolylamino)-2,3-dihydro-1H-pyrrolo[3,4-c]pyridin-6-ylamino)propan-2-ylcarbamate), [B-](F)(F)(F)F.[B-](F)(F)(F)F.C1C[N+]2(CC[N+]1(CC2)CCl)F (SELECTFLUOR). The solvent is CCOC(=O)C (EtOAc), C(Cl)Cl (DCM), CCOC(=O)C.C1CCOC1 (EtOAc THF). Run at temperature 0 celsius, time 2 hour. Product: FC=1C2=C(C(=NC1NC[C@H](COC)NC(OC(C)(C)C)=O)NC=1C=C(C=CC1)C)C(NC2)=O ((R)-tert-Butyl 1-(7-fluoro-3-oxo-4-(m-tolylamino)-2,3-dihydro-1H-pyrrolo[3,4-c]pyridin-6-ylamino)-3-methoxypropan-2-ylcarbamate). Reaction SMILES: [CH3:1][O:2][CH2:3][C@H:4]([NH:25][C:26](=[O:32])[O:27][C:28]([CH3:31])([CH3:30])[CH3:29])[CH2:5][NH:6][C:7]1[N:12]=[C:11]([NH:13][C:14]2[CH:15]=[C:16]([CH3:20])[CH:17]=[CH:18][CH:19]=2)[C:10]2[C:21](=[O:24])[NH:22][CH2:23][C:9]=2[CH:8]=1.[B-](F)(F)(F)[F:34].[B-](F)(F)(F)F.C1[N+]2(CCl)CC[N+](F)(CC2)C1>C(Cl)Cl.CCOC(C)=O.C1COCC1.CCOC(C)=O>[F:34][C:8]1[C:9]2[CH2:23][NH:22][C:21](=[O:24])[C:10]=2[C:11]([NH:13][C:14]2[CH:15]=[C:16]([CH3:20])[CH:17]=[CH:18][CH:19]=2)=[N:12][C:7]=1[NH:6][CH2:5][C@@H:4]([NH:25][C:26](=[O:32])[O:27][C:28]([CH3:29])([CH3:31])[CH3:30])[CH2:3][O:2][CH3:1] |f:1.2.3,5.6|. Procedure: To a screw-top vial was added (R)-tert-butyl 1-methoxy-3-(3-oxo-4-(m-tolylamino)-2,3-dihydro-1H-pyrrolo[3,4-c]pyridin-6-ylamino)propan-2-ylcarbamate (27 mg, 0.061 mmol) in a mixture of DCM and MeOH (1/1, 1.2 mL). The resulting colorless solution was cooled to 0° C. SELECTFLUOR® (21.66 mg, 0.061 mmol) was added and the reaction mixture was stirred at 0° C. for 2 h. Next, the reaction mixture was diluted with EtOAc (10 mL) and washed with saturated aq sodium bicarbonate (5 mL), water (5 mL), and b... The reactants are C(CCC)[Sn](C1=CN=CS1)(CCCC)CCCC (5-(tributylstannyl)thiazole), ClC1=NC(=CC(=C1)Cl)C1=CC=C(C=C1)OC(C)C (2,4-dichloro-6-(4-isopropoxyphenyl)pyridine), C(CCC)[Sn](C1=CN=CS1)(CCCC)CCCC (5-(tributylstannyl)thiazole), [F-].[Cs+] (CsF). The reagents and catalysts are C=1C=CC(=CC1)[P](C=2C=CC=CC2)(C=3C=CC=CC3)[Pd]([P](C=4C=CC=CC4)(C=5C=CC=CC5)C=6C=CC=CC6)([P](C=7C=CC=CC7)(C=8C=CC=CC8)C=9C=CC=CC9)[P](C=1C=CC=CC1)(C=1C=CC=CC1)C=1C=CC=CC1 (Pd(PPh3)4), [Cu]I (CuI), C=1C=CC(=CC1)[P](C=2C=CC=CC2)(C=3C=CC=CC3)[Pd]([P](C=4C=CC=CC4)(C=5C=CC=CC5)C=6C=CC=CC6)([P](C=7C=CC=CC7)(C=8C=CC=CC8)C=9C=CC=CC9)[P](C=1C=CC=CC1)(C=1C=CC=CC1)C=1C=CC=CC1 (Pd(PPh3)4). Solvent: CCOC(=O)C (EtOAc). Conditions: time 1 hour. The product is ClC1=CC(=NC(=C1)C1=CC=C(C=C1)OC(C)C)C1=CN=CS1 (5-(4-chloro-6-(4-isopropoxyphenyl)pyridin-2-yl)thiazole). Isolated yield 55.2%. Reaction SMILES: Cl[C:2]1[CH:7]=[C:6]([Cl:8])[CH:5]=[C:4]([C:9]2[CH:14]=[CH:13][C:12]([O:15][CH:16]([CH3:18])[CH3:17])=[CH:11][CH:10]=2)[N:3]=1.C([Sn](CCCC)(CCCC)[C:24]1[S:28][CH:27]=[N:26][CH:25]=1)CCC.[F-].[Cs+]>CCOC(C)=O.[Cu]I.C1C=CC([P]([Pd]([P](C2C=CC=CC=2)(C2C=CC=CC=2)C2C=CC=CC=2)([P](C2C=CC=CC=2)(C2C=CC=CC=2)C2C=CC=CC=2)[P](C2C=CC=CC=2)(C2C=CC=CC=2)C2C=CC=CC=2)(C2C=CC=CC=2)C2C=CC=CC=2)=CC=1>[Cl:8][C:6]1[CH:5]=[C:4]([C:9]2[CH:14]=[CH:13][C:12]([O:15][CH:16]([CH3:18])[CH3:17])=[CH:11][CH:10]=2)[N:3]=[C:2]([C:24]2[S:28][CH:27]=[N:26][CH:25]=2)[CH:7]=1 |f:2.3,^1:50,52,71,90|. Procedure details: To a 2 dram vial equipped with a stir bar was added 2,4-dichloro-6-(4-isopropoxyphenyl)pyridine (189 mg, 0.668 mmol), 5-(tributylstannyl)thiazole (250 mg, 0.668 mmol), CuI (32 mg, 0.17 mmol), CsF (304 mg, 2.00 mmol), and Pd(PPh3)4 (39 mg, 0.033 mmol). The vial was capped with a septum screw-cap and then placed under N2 atmosphere. To the vial was added degassed DMF (4 mL). The vial was placed in an 80° C. heating block with stirring for 1 hour. The vial was cooled to room temperature and then op... Yields the product COc1cc2ncc(=O)n(CCN3CCC(N)CC3)c2cc1OC. As a reaction SMILES: [C:1]([N:5]([C:2](=[O:3])[O-:4])[CH:9]1[CH2:10][CH2:11][N:12]([CH2:15][CH2:16][n:17]2[c:18](=[O:31])[cH:19][n:20][c:21]3[cH:22][c:23]([O:29][CH3:30])[c:24]([O:27][CH3:28])[cH:25][c:26]23)[CH2:13][CH2:14]1)([CH3:6])([CH3:7])[CH3:8].[Cl:60][CH2:61][Cl:62].[NH2:39][CH:40]1[CH2:41][CH2:42][N:43]([CH2:44][CH2:45][n:46]2[c:47]3[c:48]([cH:49][cH:50][c:51]([F:52])[cH:53]3)[n:54][cH:55][c:56]2=[O:57])[CH2:58][CH2:59]1.[OH:32][C:33]([C:34]([F:35])([F:36])[F:37])=[O:38]>>[NH2:5][CH:9]1[CH2:10][CH2:11][N:12]([CH2:15][CH2:16][n:17]2[c:18](=[O:31])[cH:19][n:20][c:21]3[cH:22][c:23]([O:29][CH3:30])[c:24]([O:27][CH3:28])[cH:25][c:26]23)[CH2:13][CH2:14]1. Starting materials: COc1cc2ncc(=O)n(CCN3CCC(N(C(=O)[O-])C(C)(C)C)CC3)c2cc1OC, ClCCl, NC1CCN(CCn2c(=O)cnc3ccc(F)cc32)CC1, O=C(O)C(F)(F)F. Reactants: C(C)OC(=O)C1CN(CC1OC(C1=CC=CC=C1)=O)C(=O)OC(C)(C)C (4-benzoyloxy-pyrrolidine-1,3-dicarboxylic acid 1-tert.-butylester 3-ethylester), C1CCC2=NCCCN2CC1 (DBU). The solvent is C1(=CC=CC=C1)C (toluene). Conditions: time 16 hour. Yields the product C(C)OC(=O)C=1CN(CC1)C(=O)OC(C)(C)C (2,5-dihydro-pyrrole-1,3-dicarboxylic acid 1-tert.-butylester 3-ethyl ester). Isolated yield 86.0%. RXN SMILES: [CH2:1]([O:3][C:4]([CH:6]1[CH:10](OC(=O)C2C=CC=CC=2)[CH2:9][N:8]([C:20]([O:22][C:23]([CH3:26])([CH3:25])[CH3:24])=[O:21])[CH2:7]1)=[O:5])[CH3:2].C1CCN2C(=NCCC2)CC1>C1(C)C=CC=CC=1>[CH2:1]([O:3][C:4]([C:6]1[CH2:7][N:8]([C:20]([O:22][C:23]([CH3:24])([CH3:26])[CH3:25])=[O:21])[CH2:9][CH:10]=1)=[O:5])[CH3:2]. Procedure: To a solution of the crude 4-benzoyloxy-pyrrolidine-1,3-dicarboxylic acid 1-tert.-butylester 3-ethylester from the benzoylation described above in 75 ml dry toluene was added 4.11 g (27 mmol) DBU. The dark, heterogeneous mixture was stirred at room temperature for 16 h. After this time no starting material was detectable by TLC and GC analysis. The mixture was filtered through a short column of silica (elution with petrolether/ethyl acetate 1:1) and evaporated. Bulb-to-bulb distillation of the r...